describe an organic reaction: reactants, conditions, products, and yield From a dataset of the Open Reaction Database (ORD), a public repository of structured organic reaction records. Reactants: COC([C@H](N)[C@@H](C1=CN(C2=CC=C(C=C12)Cl)CC)C)=O ((αR,βR)-5-chloro-1-ethyl-β-methyltryptophan methyl ester), C(C)(C)(C)OC(=O)N[C@H](CC1=NC=CC=C1)C(=O)O (N-t-butoxycarbonyl-3-(2-pyridyl)-D-alanine), N,Nα-dicyclohexylcarbodiimide. Run in C(Cl)Cl (methylene chloride), C(Cl)Cl (methylene chloride). Reaction conditions: time 8 hour. Yields the product COC([C@H](NC([C@H](NC(=O)OC(C)(C)C)CC1=NC=CC=C1)=O)[C@@H](C1=CN(C2=CC=C(C=C12)Cl)CC)C)=O (Nα -[N-t-butoxycarbonyl-3-(2-pyridyl)-D-alanyl](αR,βR)-5-chloro-1-ethyl-β-methyltryptophan methyl ester). Yield: 100.3%. RXN SMILES: [CH3:1][O:2][C:3](=[O:20])[C@@H:4]([C@H:6]([CH3:19])[C:7]1[C:15]2[C:10](=[CH:11][CH:12]=[C:13]([Cl:16])[CH:14]=2)[N:9]([CH2:17][CH3:18])[CH:8]=1)[NH2:5].[C:21]([O:25][C:26]([NH:28][C@@H:29]([C:37](O)=[O:38])[CH2:30][C:31]1[CH:36]=[CH:35][CH:34]=[CH:33][N:32]=1)=[O:27])([CH3:24])([CH3:23])[CH3:22]>C(Cl)Cl>[CH3:1][O:2][C:3](=[O:20])[C@@H:4]([C@H:6]([CH3:19])[C:7]1[C:15]2[C:10](=[CH:11][CH:12]=[C:13]([Cl:16])[CH:14]=2)[N:9]([CH2:17][CH3:18])[CH:8]=1)[NH:5][C:37](=[O:38])[C@@H:29]([CH2:30][C:31]1[CH:36]=[CH:35][CH:34]=[CH:33][N:32]=1)[NH:28][C:26]([O:25][C:21]([CH3:24])([CH3:22])[CH3:23])=[O:27]. Procedure details: To a solution of (αR,βR)-5-chloro-1-ethyl-β-methyltryptophan methyl ester (1.24 g) and N-t-butoxycarbonyl-3-(2-pyridyl)-D-alanine (1.12 g) in dry methylene chloride (30 ml) which was cooled on an ice bath, was added a solution of N,Nα-dicyclohexylcarbodiimide (0.9 g) in dry methylene chloride (5 ml). The mixture was stirred overnight at room temperature. After removal of the solvent, the crude residue was taken up with a mixture of ethyl acetate and water, filtered, and the organic layer was was... Starting materials: BrC=1C=C(C=CC1)C(CO)(C)NC(CCl)=O (N-[1-(3-bromo-phenyl)-2-hydroxy-1-methyl-ethyl]-2-chloro-acetamide), CC(C)([O-])C.[K+] (potassium tert-butoxide). Solvent: C(C)(C)(C)O (tert-butanol). Yields the product BrC=1C=C(C=CC1)C1(COCC(N1)=O)C (5-(3-Bromo-phenyl)-5-methyl-morpholin-3-one). RXN SMILES: [Br:1][C:2]1[CH:3]=[C:4]([C:8]([NH:12][C:13](=[O:16])[CH2:14]Cl)([CH3:11])[CH2:9][OH:10])[CH:5]=[CH:6][CH:7]=1.CC(C)([O-])C.[K+]>C(O)(C)(C)C>[Br:1][C:2]1[CH:3]=[C:4]([C:8]2([CH3:11])[NH:12][C:13](=[O:16])[CH2:14][O:10][CH2:9]2)[CH:5]=[CH:6][CH:7]=1 |f:1.2|. Reported procedure: The crude N-[1-(3-bromo-phenyl)-2-hydroxy-1-methyl-ethyl]-2-chloro-acetamide (70 g, 230 mmol) was dissolved in tert-butanol (1 l). The solution was treated with portions of potassium tert-butoxide (52 g, 460 mmol). The mixture was refluxed for 30 min, after cooling quenched with water and evaporated. The residue was dissolved in EtOAc (500 ml) and washed with water and brine. The organic phase was dried with Na2SO4 and concentrated in vacuo to yield the crude title compound. The crude product wa... Starting materials: C(C)OC(C(CC)(OC1=CC=CC=C1)CC1=CC=C(C=C1)O)=O (2-(4-hydroxybenzyl)-2-phenoxybutyric acid ethyl ester), C1(=CC=CC=C1)C=1OC(=C(N1)CCOS(=O)(=O)C1=CC=C(C=C1)C)C (toluene-4-sulfonic acid 2-(2-phenyl-5-methyl-oxazol-4-yl)-ethyl ester). Yields the product CC1=C(N=C(O1)C1=CC=CC=C1)CCOC1=CC=C(CC(C(=O)O)(CC)OC2=CC=CC=C2)C=C1 (2-{4-[2-(5-Methyl-2-phenyl-oxazol-4-yl)-ethoxy]-benzyl}-2-phenoxy-butyric acid). As a reaction SMILES: C([O:3][C:4](=[O:23])[C:5]([CH2:15][C:16]1[CH:21]=[CH:20][C:19](O)=[CH:18][CH:17]=1)([O:8][C:9]1[CH:14]=[CH:13][CH:12]=[CH:11][CH:10]=1)[CH2:6][CH3:7])C.[C:24]1([C:30]2[O:31][C:32]([CH3:48])=[C:33]([CH2:35][CH2:36][O:37]S(C3C=CC(C)=CC=3)(=O)=O)[N:34]=2)[CH:29]=[CH:28][CH:27]=[CH:26][CH:25]=1>>[CH3:48][C:32]1[O:31][C:30]([C:24]2[CH:25]=[CH:26][CH:27]=[CH:28][CH:29]=2)=[N:34][C:33]=1[CH2:35][CH2:36][O:37][C:19]1[CH:20]=[CH:21][C:16]([CH2:15][C:5]([O:8][C:9]2[CH:14]=[CH:13][CH:12]=[CH:11][CH:10]=2)([CH2:6][CH3:7])[C:4]([OH:23])=[O:3])=[CH:17][CH:18]=1. Reported procedure: The Standard Procedure (B) was utilized to prepare the title compound from 2-(4-hydroxybenzyl)-2-phenoxybutyric acid ethyl ester and toluene-4-sulfonic acid 2-(2-phenyl-5-methyl-oxazol-4-yl)-ethyl ester. 1H NMR (400 MHz, CDCl3) δ 7.99-7.94 (m, 2H), 7.44-7.40 (m, 3H), 7.32-7.28 (m, 2H), 7.07 (t, 1H, J=7.4 Hz), 7.02-6.97 (m, 4H), 6.79-6.74 (m, 2H), 4.18 (t, 2H, J=6.6 Hz), 3.29 (s, 2H), 2.98 (t, 2H, J=6.6 Hz), 2.37 (s, 3H), 2.14 (qd, 1H, J=14.8, 7.6 Hz), 2.07 (qd, 1H, J=14.8, 7.6 Hz), 0.91 (t, 3H, ... Reactants: CON(C(CC[C@@H](C)[C@H]1CC=C2C=3CC[C@H]4C([C@H](CC[C@]4(C)C3CC[C@]12C)O[Si](C)(C)C(C)(C)C)(C)C)=O)C (3β-tert-Butyldimethylsilyloxy-4,4-dimethyl-5α-chola-8,14-dien-24 oic acid-N-methoxy-N-methyl amide), CCC(CC)[Mg]Br (3-pentylmagnesiumbromide), C(C)O.Cl (ethanol HCl). Yields the product O[C@@H]1C([C@@H]2CCC=3C4=CC[C@H]([C@@H](CCC(=O)C(CC)CC)C)[C@]4(CCC3[C@]2(CC1)C)C)(C)C (3β-Hydroxy-4,4-dimethyl-24-(3-pentyl)-5α-chola-8,14-dien-24-one). Reaction SMILES: CON(C)[C:4](=[O:38])[CH2:5][CH2:6][C@H:7]([C@@H:9]1[C@:26]2([CH3:27])[C:12]([C:13]3[CH2:14][CH2:15][C@@H:16]4[C@:21]([C:23]=3[CH2:24][CH2:25]2)([CH3:22])[CH2:20][CH2:19][C@H:18]([O:28][Si](C(C)(C)C)(C)C)[C:17]4([CH3:37])[CH3:36])=[CH:11][CH2:10]1)[CH3:8].[CH3:40][CH2:41][CH:42]([Mg]Br)[CH2:43][CH3:44].C(O)C.Cl>>[OH:28][C@H:18]1[CH2:19][CH2:20][C@@:21]2([CH3:22])[C@@H:16]([CH2:15][CH2:14][C:13]3[C:12]4[C@:26]([CH3:27])([CH2:25][CH2:24][C:23]=32)[C@@H:9]([C@H:7]([CH3:8])[CH2:6][CH2:5][C:4]([CH:42]([CH2:43][CH3:44])[CH2:41][CH3:40])=[O:38])[CH2:10][CH:11]=4)[C:17]1([CH3:37])[CH3:36] |f:2.3|. Procedure: 3β-tert-Butyldimethylsilyloxy-4,4-dimethyl-5α-chola-8,14-dien-24 oic acid-N-methoxy-N-methyl amide (0.57 g) is reacted with 3-pentylmagnesiumbromide and hydrolysed with ethanol/HCl following the procedure outlined in example 6 to give the title compound (13 mg). 1H-NMR (CDCl3, 300 MHz): δ=5.35 (1H, s); 3.23 (1H, m). MS: Calculated: 454.7. Found: 454.3. Reactants: N#CCC(N)=O, C1CCNCC1, CCO, O=Cc1ccc(F)cc1[N+](=O)[O-], C=CC(N)=O. The product is N#CC(=Cc1ccc(F)cc1[N+](=O)[O-])C(N)=O. As a reaction SMILES: [C:13](#[N:14])[CH2:15][C:16](=[O:17])[NH2:18].[CH2:19]1[CH2:20][CH2:21][NH:22][CH2:23][CH2:24]1.[CH3:30][CH2:31][OH:32].[F:1][c:2]1[cH:3][c:4]([N+:10](=[O:11])[O-:12])[c:5]([CH:6]=[O:7])[cH:8][cH:9]1.[NH2:25][C:26]([CH:27]=[CH2:28])=[O:29]>>[F:1][c:2]1[cH:3][c:4]([N+:10](=[O:11])[O-:12])[c:5]([CH:6]=[C:15]([C:13]#[N:14])[C:16](=[O:17])[NH2:18])[cH:8][cH:9]1. Reported procedure: To a solution of 3-bromo-5-methylpyridine (888 mg) in toluene (10 mL) were added phenylmethanethiol (705 mg), N,N-diisopropylethylamine (1.47 g), tris(dibenzylideneacetone)dipalladium(0)(189 mg) and 4,5-bis(diphenylphosphino)-9,9-dimethylxanthene (239 mg), and the mixture was stirred under an argon atmosphere at 80° C. for 1.5 hr. The reaction mixture was filtered through silica gel, and the filtrate was concentrated under reduced pressure. The residue was purified by silica gel column chromatog... Starting materials: BrC=1C=NC=C(C1)C (3-bromo-5-methylpyridine), C1(=CC=CC=C1)CS (phenylmethanethiol), C(C)(C)N(C(C)C)CC (N,N-diisopropylethylamine). Reaction conditions: temperature 80 celsius, time 1.5 hour. Product: C(C1=CC=CC=C1)SC=1C=NC=C(C1)C (3-(Benzylsulfanyl)-5-methylpyridine). Reaction SMILES: Br[C:2]1[CH:3]=[N:4][CH:5]=[C:6]([CH3:8])[CH:7]=1.[C:9]1([CH2:15][SH:16])[CH:14]=[CH:13][CH:12]=[CH:11][CH:10]=1.C(N(CC)C(C)C)(C)C>C1(C)C=CC=CC=1.C1C=CC(/C=C/C(/C=C/C2C=CC=CC=2)=O)=CC=1.C1C=CC(/C=C/C(/C=C/C2C=CC=CC=2)=O)=CC=1.C1C=CC(/C=C/C(/C=C/C2C=CC=CC=2)=O)=CC=1.[Pd].[Pd].C1(P(C2C=CC=CC=2)C2C3OC4C(=CC=CC=4P(C4C=CC=CC=4)C4C=CC=CC=4)C(C)(C)C=3C=CC=2)C=CC=CC=1>[CH2:15]([S:16][C:2]1[CH:3]=[N:4][CH:5]=[C:6]([CH3:8])[CH:7]=1)[C:9]1[CH:14]=[CH:13][CH:12]=[CH:11][CH:10]=1 |f:4.5.6.7.8|. The yield is 95.4%. Reagents/catalysts: C=1C=CC(=CC1)/C=C/C(=O)/C=C/C2=CC=CC=C2.C=1C=CC(=CC1)/C=C/C(=O)/C=C/C2=CC=CC=C2.C=1C=CC(=CC1)/C=C/C(=O)/C=C/C2=CC=CC=C2.[Pd].[Pd] (tris(dibenzylideneacetone)dipalladium(0)), C1(=CC=CC=C1)P(C1=CC=CC=2C(C3=CC=CC(=C3OC12)P(C1=CC=CC=C1)C1=CC=CC=C1)(C)C)C1=CC=CC=C1 (4,5-bis(diphenylphosphino)-9,9-dimethylxanthene). Run in C1(=CC=CC=C1)C (toluene). Starting materials: ClC1=C(C=CC=C1)C1=NCC(NC2=C1C=C(C(=C2)OC)C#N)=O (5-(2-chlorophenyl)-7-cyano-1,3-dihydro-8-methoxy-2H-1,4-benzodiazepin-2-one), [Cl-].[Cl-].[Cl-].[Al+3] (aluminum trichloride), [Cl-].[Cl-].[Cl-].[Al+3] (aluminum trichloride), [Cl-].[Cl-].[Cl-].[Al+3] (aluminum trichloride). Run in ClCCCl (1,2-dichloroethane). Conditions: time 48 hour. The product is ClC1=C(C=CC=C1)C1=NCC(NC2=C1C=C(C(=C2)O)C#N)=O (5-(2-chlorophenyl)-7-cyano-1,3-dihydro-8-hydroxy-2H-1,4-benzodiazepin-2-one). Isolated yield 138.7%. As a reaction SMILES: [Cl:1][C:2]1[CH:7]=[CH:6][CH:5]=[CH:4][C:3]=1[C:8]1[C:14]2[CH:15]=[C:16]([C:21]#[N:22])[C:17]([O:19]C)=[CH:18][C:13]=2[NH:12][C:11](=[O:23])[CH2:10][N:9]=1.[Cl-].[Cl-].[Cl-].[Al+3]>ClCCCl>[Cl:1][C:2]1[CH:7]=[CH:6][CH:5]=[CH:4][C:3]=1[C:8]1[C:14]2[CH:15]=[C:16]([C:21]#[N:22])[C:17]([OH:19])=[CH:18][C:13]=2[NH:12][C:11](=[O:23])[CH2:10][N:9]=1 |f:1.2.3.4|. Reported procedure: A solution of 1.2 g (0.0037 mole) of 5-(2-chlorophenyl)-7-cyano-1,3-dihydro-8-methoxy-2H-1,4-benzodiazepin-2-one (Ib, prepared in Example 30) in 100 mL of 1,2-dichloroethane was stirred with 2.5 g (0.0187 mole) of aluminum trichloride at 42° C. for 8 hours, after which an additional 2.5 g of aluminum trichloride was added. Heating and stirring was continued for another 48 hours after which time an additional 2.5 g of aluminum trichloride was added. After 6 hours, the mixture was cooled and then ... The reactants are ClC1=C(C(=O)O)C=CC(=C1F)S(=O)(=O)C (2-chloro-3-fluoro-4-methylsulfonylbenzoic acid), CC1CNCCC1 (3-methylpiperidine). The solvent is Cl (hydrochloric acid). Run at time 6 day. Product: ClC1=C(C(=O)O)C=CC(=C1N1CC(CCC1)C)S(=O)(=O)C (2-Chloro-3-(3-methylpiperidin-1-yl)-4-methylsulfonylbenzoic Acid). Reaction SMILES: [Cl:1][C:2]1[C:10](F)=[C:9]([S:12]([CH3:15])(=[O:14])=[O:13])[CH:8]=[CH:7][C:3]=1[C:4]([OH:6])=[O:5].[CH3:16][CH:17]1[CH2:22][CH2:21][CH2:20][NH:19][CH2:18]1>Cl>[Cl:1][C:2]1[C:10]([N:19]2[CH2:20][CH2:21][CH2:22][CH:17]([CH3:16])[CH2:18]2)=[C:9]([S:12]([CH3:15])(=[O:14])=[O:13])[CH:8]=[CH:7][C:3]=1[C:4]([OH:6])=[O:5]. Reported procedure: A solution of 3.0 g (12 mmol) of 2-chloro-3-fluoro-4-methylsulfonylbenzoic acid in 15 mL of 3-methylpiperidine was heated at 70° C. with stirring for 6 days. The reaction mixture was diluted with aqueous hydrochloric acid and extracted with dichloromethane. The organic extract was dried over magnesium sulfate and the solvent was removed by concentration under reduced pressure. The residue obtained was crystallized from acetonitrile to obtain 2.4 g (60 percent of theory) of the title compound as ... Reactants: C(C)(C)(C)O[AlH-](OC(C)(C)C)OC(C)(C)C.[Li+] (lithium tri-t-butyloxyaluminohydride), C[C@]12C[C@H]3CC[C@H]4CC(CC[C@H]4[C@@H]3C[C@@H]1CCC2=O)=O ((4aS,6aR,7aS,10aS,11aR,11bR)-Dodecahydro-7a-methyl-1H-cyclopenta[b]phenanthrene-3,8(2H,4H)-dione), Cl (HCl). The solvent is C1CCOC1 (THF). Reaction conditions: time 2 hour. The product is O[C@H]1CC[C@H]2[C@@H]3C[C@H]4[C@](C[C@H]3CC[C@H]2C1)(C(CC4)=O)C ((3S,4aS,6aR,7aS,10aS,11aR,11bR)-Hexadecahydro-3-hydroxy-7a-methyl-8H-cyclopenta[b]phenanthren-8-one). Isolated yield 56.0%. As a reaction SMILES: [CH3:1][C@@:2]12[C:18](=[O:19])[CH2:17][CH2:16][C@H:15]1[CH2:14][C@@H:13]1[C@H:4]([CH2:5][CH2:6][C@@H:7]3[C@H:12]1[CH2:11][CH2:10][C:9](=[O:20])[CH2:8]3)[CH2:3]2.C(O[AlH-](OC(C)(C)C)OC(C)(C)C)(C)(C)C.[Li+].Cl>C1COCC1>[OH:20][C@@H:9]1[CH2:8][C@H:7]2[C@H:12]([C@H:13]3[C@H:4]([CH2:5][CH2:6]2)[CH2:3][C@:2]2([CH3:1])[C:18](=[O:19])[CH2:17][CH2:16][C@H:15]2[CH2:14]3)[CH2:11][CH2:10]1 |f:1.2|. Procedure details: To a solution of compound 13 (145 mg containing the unseparated 4aR diastereomer, 0.54 mmol) in THF (10 mL) was slowly added lithium tri-t-butyloxyaluminohydride at −40° C. After 2 h, 6 N HCl was added at −40° C. and the reaction was warmed to room temperature for 30 min. The product was extracted into EtOAc (50 mL×2). The combined extracts were dried, filtered, and removed. The residue was purified by flash column chromatography (silica gel eluted with 25% EtOAc in hexanes) and the product from... Reactants: [N+](=O)([O-])C=1C=C2C=C(NC2=CC1)C(=O)OCC (ethyl 5-nitro-1H-indole-2-carboxylate), Cl (hydrochloric acid), [OH-].[K+] (potassium hydroxide), FC1=C(CCl)C(=CC=C1)F (2,6-difluorobenzyl chloride). Solvent: CS(=O)C (dimethyl sulphoxide), O (water). Conditions: time 30 minute. Product: FC1=C(CN2C(=CC3=CC(=CC=C23)[N+](=O)[O-])C(=O)O)C(=CC=C1)F (1-(2,6-Difluorobenzyl)-5-nitro-1H-indole-2-carboxylic acid). RXN SMILES: [OH-].[K+].[N+:3]([C:6]1[CH:7]=[C:8]2[C:12](=[CH:13][CH:14]=1)[NH:11][C:10]([C:15]([O:17]CC)=[O:16])=[CH:9]2)([O-:5])=[O:4].[F:20][C:21]1[CH:28]=[CH:27][CH:26]=[C:25]([F:29])[C:22]=1[CH2:23]Cl.Cl>CS(C)=O.O>[F:20][C:21]1[CH:28]=[CH:27][CH:26]=[C:25]([F:29])[C:22]=1[CH2:23][N:11]1[C:12]2[C:8](=[CH:7][C:6]([N+:3]([O-:5])=[O:4])=[CH:14][CH:13]=2)[CH:9]=[C:10]1[C:15]([OH:17])=[O:16] |f:0.1|. Reported procedure: Under an atmosphere of argon, 5.49 g (83.2 mmol, 85% pure) of potassium hydroxide (powder) are initially charged in 110 ml of dimethyl sulphoxide, 6.43 g (27.5 mmol) of ethyl 5-nitro-1H-indole-2-carboxylate (A. Guy, J.-P. Guetté, Synthesis 1980, 222–223) are added at RT and the mixture is stirred for 30 min. With ice-cooling, at an internal temperature of 5–10° C., 2,6-difluorobenzyl chloride (10.0 g, 61.5 mmol) is then added dropwise over a period of 15 min, and the mixture is stirred at RT for...